describe an organic reaction: reactants, conditions, products, and yield From a dataset of the Open Reaction Database (ORD), a public repository of structured organic reaction records. Reactants: C(C1=CC=CC=C1)OC=1C=C(C=CC1OCC1=CC=CC=C1)O (3,4-dibenzyloxyphenol), C(Cl)C1CO1 (epichlorohydrin), O (water), [OH-].[K+] (potassium hydroxide). Run in C(C)O (ethanol). Reaction conditions: time 24 hour. Product: C(C1=CC=CC=C1)OC=1C=C(OCC2CO2)C=CC1OCC1=CC=CC=C1 (3-(3,4-dibenzyloxyphenoxy)-1,2-epoxypropane). RXN SMILES: [CH2:1]([O:8][C:9]1[CH:10]=[C:11]([OH:23])[CH:12]=[CH:13][C:14]=1[O:15][CH2:16][C:17]1[CH:22]=[CH:21][CH:20]=[CH:19][CH:18]=1)[C:2]1[CH:7]=[CH:6][CH:5]=[CH:4][CH:3]=1.O.[OH-].[K+].[CH2:27]([CH:29]1[O:31][CH2:30]1)Cl>C(O)C>[CH2:1]([O:8][C:9]1[CH:10]=[C:11]([CH:12]=[CH:13][C:14]=1[O:15][CH2:16][C:17]1[CH:22]=[CH:21][CH:20]=[CH:19][CH:18]=1)[O:23][CH2:27][CH:29]1[O:31][CH2:30]1)[C:2]1[CH:3]=[CH:4][CH:5]=[CH:6][CH:7]=1 |f:2.3|. Procedure: To a stirred solution of 6.1 g. of 3,4-dibenzyloxyphenol in 10 ml. of water and 1.53 g. of potassium hydroxide pellets is added 5.6 g. of epichlorohydrin in 60 ml. of ethanol. The solution is stirred at room temperature for 24 hours and then concentrated in vacuo. The residue is suspended in water and the mixture extracted with ether. The ether extracts are dried to yield 3-(3,4-dibenzyloxyphenoxy)-1,2-epoxypropane.